describe an organic reaction: reactants, conditions, products, and yield From a dataset of the Open Reaction Database (ORD), a public repository of structured organic reaction records. The reactants are C([O-])([O-])=O.[K+].[K+] (potassium carbonate), 12, C(C1=CC=CC=C1)OC1=C(C=C(C=C1)CC(=O)[O-])C(C)C (4-benzyloxy-3-isopropyl-phenylacetate), ClC1=C(C=C(C=C1C)[N+](=O)[O-])C (4-chloro-3,5-dimethylnitrobenzene), C (charcoal). Run in C(C)(C)O (isopropanol), ice water, CS(=O)C (dimethyl sulfoxide). Reaction conditions: time 23 hour. The product is CC=1C=C(C=C(C1OC1=CC(=C(C=C1)OCC1=CC=CC=C1)C(C)C)C)[N+](=O)[O-] (3,5-dimethyl-4-(3'-isopropyl-4'-benzyloxyphenoxy) -nitrobenzene). Reaction SMILES: [C:1](=[O:4])([O-])[O-].[K+].[K+].[CH2:7]([O:14][C:15]1[CH:20]=[CH:19][C:18](CC([O-])=O)=[CH:17][C:16]=1[CH:25]([CH3:27])[CH3:26])[C:8]1[CH:13]=[CH:12][CH:11]=[CH:10][CH:9]=1.Cl[C:29]1[C:34]([CH3:35])=[CH:33][C:32]([N+:36]([O-:38])=[O:37])=[CH:31][C:30]=1C.C>CS(C)=O.C(O)(C)C>[CH3:29][C:30]1[CH:31]=[C:32]([N+:36]([O-:38])=[O:37])[CH:33]=[C:34]([CH3:35])[C:1]=1[O:4][C:18]1[CH:19]=[CH:20][C:15]([O:14][CH2:7][C:8]2[CH:9]=[CH:10][CH:11]=[CH:12][CH:13]=2)=[C:16]([CH:25]([CH3:26])[CH3:27])[CH:17]=1 |f:0.1.2|. Reported procedure: Powdered anhydrous potassium carbonate (1.95 kg, 14.1 mol) is suspended in anhydrous dimethyl sulfoxide (20 L) and to this suspension is added 4-benzyloxy-3-isopropyl-phenylacetate (2.36 kg, 9.74 mol) and 4-chloro-3,5-dimethylnitrobenzene (1.81 kg, 9.74 mol). This mixture is heated to an internal temperature of 12:5° for 23 hours. After cooling to 40° the reaction mixture is diluted with ice water (40 L). The precipitate is filtered, washed with water 5×4 L) and air-dried for 48 hours to obtain ... Starting materials: [OH-].[Na+] (sodium hydroxide), O=C1C2=C(N3C([C@H]4N1CC4)=C(N=C3)C(=O)[O-])C=CS2 ((S)-8-oxo-11,11a-dihydro-8H,10H-azeto[1,2-a]imidazo[5,1-c]thieno-[3,2-e][1,4]diazepine-1-carboxylate). Run in C(C)O (ethanol), O (water). The product is O=C1C2=C(N3C([C@H]4N1CC4)=C(N=C3)C(=O)O)C=CS2 ((S)-8-oxo-11,11a-dihydro-8H,10H-azeto[1,2-a]imidazo[5,1-c]thieno[3,2-e][1,4]-diazepine-1-carboxylic acid). Yield: 88.2%. Reaction SMILES: [OH-].[Na+].[O:3]=[C:4]1[N:10]2[CH2:11][CH2:12][C@H:9]2[C:8]2=[C:13]([C:16]([O-:18])=[O:17])[N:14]=[CH:15][N:7]2[C:6]2[CH:19]=[CH:20][S:21][C:5]1=2>C(O)C.O>[O:3]=[C:4]1[N:10]2[CH2:11][CH2:12][C@H:9]2[C:8]2=[C:13]([C:16]([OH:18])=[O:17])[N:14]=[CH:15][N:7]2[C:6]2[CH:19]=[CH:20][S:21][C:5]1=2 |f:0.1|. Reported procedure: 13.9 ml (0.0556 mol) of 4N sodium hydroxide solution were added dropwise to a suspension of 13.5 g (0.0445 mol) of (S)-8-oxo-11,11a-dihydro-8H,10H-azeto[1,2-a]imidazo[5,1-c]thieno-[3,2-e][1,4]diazepine-1-carboxylate in 10 ml of ethanol and 16 ml of water and the mixture was heated at reflux for 1/2 hr. Subsequently, the ethanol was distilled off. The aqueous phase was washed twice with dichloromethane and adjusted to pH=3 with 4N hydrochloric acid. The resulting precipitate was filtered off, was... The reactants are CC#N, CC(C)(COS(=O)(=O)C(F)(F)F)Oc1ccc2c(c1CCc1ccccc1)CCCC2=O, [H-], [Na+], c1c[nH]cn1. Yields the product CC(C)(Cn1ccnc1)Oc1ccc2c(c1CCc1ccccc1)CCCC2=O. As a reaction SMILES: [CH3:40][C:41]#[N:42].[F:8][C:9]([F:10])([F:11])[S:12]([O:13][CH2:14][C:15]([CH3:16])([O:17][c:18]1[c:19]([CH2:29][CH2:30][c:31]2[cH:32][cH:33][cH:34][cH:35][cH:36]2)[c:20]2[c:25]([cH:26][cH:27]1)[C:24](=[O:28])[CH2:23][CH2:22][CH2:21]2)[CH3:37])(=[O:38])=[O:39].[H-:1].[Na+:2].[nH:3]1[cH:4][n:5][cH:6][cH:7]1>>[n:3]1([CH2:14][C:15]([CH3:16])([O:17][c:18]2[c:19]([CH2:29][CH2:30][c:31]3[cH:32][cH:33][cH:34][cH:35][cH:36]3)[c:20]3[c:25]([cH:26][cH:27]2)[C:24](=[O:28])[CH2:23][CH2:22][CH2:21]3)[CH3:37])[cH:4][n:5][cH:6][cH:7]1. Reactants: CC(=O)Oc1cc2c(cc1C(C)(C)C)OC(C)(COc1ccc(N)cc1)CC2=O, C=CC(=O)OCC, CC(C)=O, Cl, O=N[O-], [Na+], O, c1ccccc1. Yields the product CCOC(=O)C(Cl)Cc1ccc(OCC2(C)CC(=O)c3cc(OC(C)=O)c(C(C)(C)C)cc3O2)cc1. As a reaction SMILES: [C:1]([CH3:2])(=[O:3])[O:4][c:5]1[cH:6][c:7]2[c:12]([cH:13][c:14]1[C:15]([CH3:16])([CH3:17])[CH3:18])[O:11][C:10]([CH3:19])([CH2:20][O:21][c:22]1[cH:23][cH:24][c:25]([NH2:28])[cH:26][cH:27]1)[CH2:9][C:8]2=[O:29].[C:35]([CH:36]=[CH2:37])(=[O:38])[O:39][CH2:40][CH3:41].[CH3:49][C:50](=[O:51])[CH3:52].[ClH:30].[N:31]([O-:32])=[O:33].[Na+:34].[OH2:42].[cH:43]1[cH:44][cH:45][cH:46][cH:47][cH:48]1>>[C:1]([CH3:2])(=[O:3])[O:4][c:5]1[cH:6][c:7]2[c:12]([cH:13][c:14]1[C:15]([CH3:16])([CH3:17])[CH3:18])[O:11][C:10]([CH3:19])([CH2:20][O:21][c:22]1[cH:23][cH:24][c:25]([CH2:37][CH:36]([Cl:30])[C:35](=[O:38])[O:39][CH2:40][CH3:41])[cH:26][cH:27]1)[CH2:9][C:8]2=[O:29]. Reactants: hydrobromide salt, O1CC(NCC12CCNCC2)=O (1-oxa-4,9-diazaspiro[5.5]undecan-3-one), BrCCC1=CNC2=CC=CC=C12 (3-(2-bromoethyl)indole), O (Water). Solvent: CN(C=O)C (dimethylformamide), C(C)N(CC)CC (triethylamine). Product: N1C=C(C2=CC=CC=C12)CCN1CCC2(CNC(CO2)=O)CC1 (9-[2-(3-indolyl)ethyl-]-1-oxa-4,9-diazaspiro[5.5] undecan-3-one). The yield is 42.4%. As a reaction SMILES: [O:1]1[C:6]2([CH2:11][CH2:10][NH:9][CH2:8][CH2:7]2)[CH2:5][NH:4][C:3](=[O:12])[CH2:2]1.Br[CH2:14][CH2:15][C:16]1[C:24]2[C:19](=[CH:20][CH:21]=[CH:22][CH:23]=2)[NH:18][CH:17]=1.O>CN(C)C=O.C(N(CC)CC)C>[NH:18]1[C:19]2[C:24](=[CH:23][CH:22]=[CH:21][CH:20]=2)[C:16]([CH2:15][CH2:14][N:9]2[CH2:8][CH2:7][C:6]3([O:1][CH2:2][C:3](=[O:12])[NH:4][CH2:5]3)[CH2:11][CH2:10]2)=[CH:17]1. Procedure details: A solution of the hydrobromide salt of 1-oxa-4,9-diazaspiro[5.5]undecan-3-one (15 g) and 3-(2-bromoethyl)indole (13.5 g) in 75 ml of dimethylformamide and 20 ml of triethylamine was stirred at 65° C. for 16 hours. Water was added and the mixture was extracted with methylene chloride. The organic layer was extracted with 5% hydrochloric acid and the aqueous layer was made basic with ammonium hydroxide and extracted with methylene chloride. Evaporation left a residue which was chromatographed on s...